This data is from the Open Reaction Database (ORD), a public repository of structured organic reaction records. The task is: describe an organic reaction: reactants, conditions, products, and yield The reactants are C1(=CC=CC=C1)C1=NC2=CC=C(C=C2C=C1)CC=O (2-phenyl-6-quinolineacetaldehyde), [OH-].[Na+] (sodium hydroxide). The reagents and catalysts are [N+](=O)([O-])[O-].[Ag+] (silver nitrate). The solvent is C(C)O (ethanol), O (water). Reaction conditions: time 3 hour. The product is C1(=CC=CC=C1)C1=NC2=CC=C(C=C2C=C1)CC(=O)O (2-phenyl-6-quinolineacetic acid). Reaction SMILES: [C:1]1([C:7]2[CH:16]=[CH:15][C:14]3[C:9](=[CH:10][CH:11]=[C:12]([CH2:17][CH:18]=[O:19])[CH:13]=3)[N:8]=2)[CH:6]=[CH:5][CH:4]=[CH:3][CH:2]=1.[OH-:20].[Na+]>C(O)C.O.[N+]([O-])([O-])=O.[Ag+]>[C:1]1([C:7]2[CH:16]=[CH:15][C:14]3[C:9](=[CH:10][CH:11]=[C:12]([CH2:17][C:18]([OH:20])=[O:19])[CH:13]=3)[N:8]=2)[CH:2]=[CH:3][CH:4]=[CH:5][CH:6]=1 |f:1.2,5.6|. Reported procedure: A solution of 2.5 g of crude 2-phenyl-6-quinolineacetaldehyde in 3 ml of ethanol is slowly added dropwise at room temperature to a suspension of 3.4 g of silver nitrate and 1.6 g of sodium hydroxide in 12 ml of water. After completion of the addition, the mixture is stirred for a further 3 hours. Thereafter the suspension is clarified by filtration and the filtrate is washed with ether and adjusted to a pH of 6. The emulsion thereby produced is extracted with ethyl acetate. The ethyl acetate ext... The reactants are CCCCCCCCCCCCCCCCCCN, CCCCCCCCCCCCCCCCCCN, COc1cccc(CN=C=S)c1, CCO, Cl, [N-]=C=S, [Na+], [OH-]. Product: CCCCCCCCCCCCCCCCCCNC(=S)NCc1cccc(OC)c1. As a reaction SMILES: [CH2:23]([NH2:24])[CH2:25][CH2:26][CH2:27][CH2:28][CH2:29][CH2:30][CH2:31][CH2:32][CH2:33][CH2:34][CH2:35][CH2:36][CH2:37][CH2:38][CH2:39][CH2:40][CH3:41].[CH2:2]([CH2:3][CH2:4][CH2:5][CH2:6][CH2:7][CH2:8][CH2:9][CH2:10][CH2:11][CH2:12][CH2:13][CH2:14][CH2:15][CH2:16][CH2:17][CH2:18][CH3:19])[NH2:20].[CH3:42][O:43][c:44]1[cH:45][c:46]([CH2:47][N:48]=[C:49]=[S:50])[cH:51][cH:52][cH:53]1.[CH3:57][CH2:58][OH:59].[ClH:1].[N-:54]=[C:55]=[S:56].[Na+:22].[OH-:21]>>[CH2:2]([CH2:3][CH2:4][CH2:5][CH2:6][CH2:7][CH2:8][CH2:9][CH2:10][CH2:11][CH2:12][CH2:13][CH2:14][CH2:15][CH2:16][CH2:17][CH2:18][CH3:19])[NH:20][C:49]([NH:48][CH2:47][c:46]1[cH:45][c:44]([O:43][CH3:42])[cH:53][cH:52][cH:51]1)=[S:50]. The reactants are ClC=1C=C(C=CC1F)C1=CN=C2N1C=CC(=C2F)C(C)(C)O (2-[3-(3-Chloro-4-fluorophenyl)-8-fluoroimidazo[1,2-α]pyridin-7-yl]-propan-2-ol), CC1(COB(OC1)C=1C=CC(=C(C#N)C1)F)C (5-(5,5-dimethyl-[1,3,2]dioxaborinan-2-yl)-2-fluorobenzonitrile). Product: FC1=C(C=C(C=C1)C1=C(C=CC(=C1)C1=CN=C2N1C=CC(=C2F)C(C)(C)O)F)C#N (4,2′-difluoro-5′-[8-fluoro-7-(1-hydroxy-1-methylethyl)imidazo[1,2-α]pyridin-3-yl]biphenyl-3-carbonitrile). Yield: 5.0%. Reaction SMILES: Cl[C:2]1[CH:3]=[C:4]([C:9]2[N:13]3[CH:14]=[CH:15][C:16]([C:19]([OH:22])([CH3:21])[CH3:20])=[C:17]([F:18])[C:12]3=[N:11][CH:10]=2)[CH:5]=[CH:6][C:7]=1[F:8].CC1(C)COB([C:30]2[CH:31]=[CH:32][C:33]([F:38])=[C:34]([CH:37]=2)[C:35]#[N:36])OC1>>[F:38][C:33]1[CH:32]=[CH:31][C:30]([C:2]2[CH:3]=[C:4]([C:9]3[N:13]4[CH:14]=[CH:15][C:16]([C:19]([OH:22])([CH3:21])[CH3:20])=[C:17]([F:18])[C:12]4=[N:11][CH:10]=3)[CH:5]=[CH:6][C:7]=2[F:8])=[CH:37][C:34]=1[C:35]#[N:36]. Reported procedure: 2-[3-(3-Chloro-4-fluorophenyl)-8-fluoroimidazo[1,2-α]pyridin-7-yl]-propan-2-ol and 5-(5,5-dimethyl-[1,3,2]dioxaborinan-2-yl)-2-fluorobenzonitrile were coupled in the same way as in Example 30 to give 4,2′-difluoro-5′-[8-fluoro-7-(1-hydroxy-1-methylethyl)imidazo[1,2-α]pyridin-3-yl]biphenyl-3-carbonitrile as an off-white solid (9 mg, 5%): m/z (ES+) 408 [MH+]. The reactants are O=C(Cl)C(=O)Cl, CS(C)=O, ClCCl, [Na+], [Na+], O=C([O-])[O-], CC(C)[Si](Oc1cccc2c1CN(C(=O)OC(C)(C)C)C(CO)C2)(C(C)C)C(C)C. Product: CC(C)[Si](Oc1cccc2c1CN(C(=O)OC(C)(C)C)C(C=O)C2)(C(C)C)C(C)C. RXN SMILES: [C:1]([Cl:2])(=[O:3])[C:4]([Cl:5])=[O:6].[CH3:7][S:8](=[O:9])[CH3:10].[Cl:47][CH2:48][Cl:49].[Na+:41].[Na+:42].[O-:43][C:44](=[O:45])[O-:46].[OH:11][CH2:12][CH:13]1[N:14]([C:34](=[O:35])[O:36][C:37]([CH3:38])([CH3:39])[CH3:40])[CH2:15][c:16]2[c:17]([O:23][Si:24]([CH:25]([CH3:26])[CH3:27])([CH:28]([CH3:29])[CH3:30])[CH:31]([CH3:32])[CH3:33])[cH:18][cH:19][cH:20][c:21]2[CH2:22]1>>[O:11]=[CH:12][CH:13]1[N:14]([C:34](=[O:35])[O:36][C:37]([CH3:38])([CH3:39])[CH3:40])[CH2:15][c:16]2[c:17]([O:23][Si:24]([CH:25]([CH3:26])[CH3:27])([CH:28]([CH3:29])[CH3:30])[CH:31]([CH3:32])[CH3:33])[cH:18][cH:19][cH:20][c:21]2[CH2:22]1. The reactants are C(=O)(O)CC1=CC=C(CCCNC2=C(C=CC(=C2)OC)[C@H]2CC=3C=CC(=CC3CC2)OC(C(C)(C)C)=O)C=C1 (pivalic acid (R)-6-{2-[(4-carboxymethylbenzyl)ethylamino]-4-methoxyphenyl}-5,6,7,8-tetrahydronaphthalen-2-yl ester), N1CCCC1 (pyrrolidine). The product is C(C)N(C1=C(C=CC(=C1)OC)[C@H]1CC=2C=CC(=CC2CC1)O)CC1=CC=C(C=C1)CCN1CCCC1 ((R)-6-{2-{Ethyl[4-(2-pyrrolidin-1-ylethyl)benzyl]amino}-4-methoxyphenyl}-5,6,7,8-tetrahydronaphthalen-2-ol). Isolated yield 23.0%. Reaction SMILES: C(CC1C=CC(C[CH2:10][CH2:11][NH:12][C:13]2[CH:18]=[C:17]([O:19][CH3:20])[CH:16]=[CH:15][C:14]=2[C@@H:21]2[CH2:30][CH2:29][C:28]3[CH:27]=[C:26]([O:31]C(=O)C(C)(C)C)[CH:25]=[CH:24][C:23]=3[CH2:22]2)=CC=1)(O)=O.[NH:40]1[CH2:44][CH2:43][CH2:42][CH2:41]1>>[CH2:11]([N:12]([CH2:27][C:28]1[CH:29]=[CH:30][C:21]([CH2:14][CH2:13][N:40]2[CH2:44][CH2:43][CH2:42][CH2:41]2)=[CH:22][CH:23]=1)[C:13]1[CH:18]=[C:17]([O:19][CH3:20])[CH:16]=[CH:15][C:14]=1[C@@H:21]1[CH2:30][CH2:29][C:28]2[CH:27]=[C:26]([OH:31])[CH:25]=[CH:24][C:23]=2[CH2:22]1)[CH3:10]. Reported procedure: Synthesized from pivalic acid (R)-6-{2-[(4-carboxymethylbenzyl)ethylamino]-4-methoxyphenyl}-5,6,7,8-tetrahydronaphthalen-2-yl ester (19 mg) and pyrrolidine (12 mg) according to an analogous synthetic method to Example 715 and purified by LC-MS, the title compound (2.0 mg) was obtained. Reactants: [P] (phosphorus), C=1(O)C(O)=CC=CC1 (catechol), CO (methyl alcohol). Run at temperature 230 celsius. Product: C=1(C(O)=CC=CC1)OC (guaiacol). RXN SMILES: [P].[C:2]1([C:4](=[CH:6][CH:7]=[CH:8][CH:9]=1)[OH:5])[OH:3].[CH3:10]O>>[C:4]1([O:5][CH3:10])[C:2](=[CH:9][CH:8]=[CH:7][CH:6]=1)[OH:3]. Procedure details: The mixed catechol-methyl alcohol vapor delivered from the evaporator was super heated to a temperature of 230° C. by a heat exchanger using a heating medium, mixed with a mixed gas separately prepared from a boron compound as a component of an etherification (dehydration reaction) catalyst and methyl alcohol, and then fed, as a material vapor, into a gas phase reactor packed with a phosphorus-containing etherification catalyst (as disclosed in Japanese Unexamined Patent Publication No. 4-341,34... Starting materials: compound, C(C)(=O)OC(C)=O (acetic anhydride), IC1=CC=C(C=C1)C(CC1=CC=C(C=C1)I)O (1,2-di(p-iodophenyl)-1-hydroxyethane). The solvent is N1=CC=CC=C1 (pyridine). Reaction conditions: time 2 day. Product: IC1=CC=C(C=C1)C(CC1=CC=C(C=C1)I)OC(C)=O (1 ,2-DI(p-iodophenyl)-1-acetoxyethane). As a reaction SMILES: [I:1][C:2]1[CH:7]=[CH:6][C:5]([CH:8]([OH:17])[CH2:9][C:10]2[CH:15]=[CH:14][C:13]([I:16])=[CH:12][CH:11]=2)=[CH:4][CH:3]=1.[C:18](OC(=O)C)(=[O:20])[CH3:19]>N1C=CC=CC=1>[I:1][C:2]1[CH:7]=[CH:6][C:5]([CH:8]([O:17][C:18](=[O:20])[CH3:19])[CH2:9][C:10]2[CH:15]=[CH:14][C:13]([I:16])=[CH:12][CH:11]=2)=[CH:4][CH:3]=1. Procedure: 1 ,2-di(p-bromophenyl)-hydroxyethane (17.8 g, 0.05 mol), potassium iodide (165 g), copper (I) iodide (95 g) and hexamethylphosphoramide (200 mL) was stirred at 150-160° C. for 48 h and then cooled. Work-up was as described in Example IV to provide a light yellow solid (10 g), which was the expected 1,2-di(p-iodophenyl)-1-hydroxyethane. A portion of this compound (7.2 g, 0.016 mol), acetic anhydride (16 mL), pyridine (16 mL) were heated at 60° C. for 30 min, followed by standing for 2 days. The r... Reactants: BrB(Br)Br, ClCCl, COc1ccc(Cl)cc1-c1nc(Cl)nc(Cl)c1Cl, O. Product: Oc1ccc(Cl)cc1-c1nc(Cl)nc(Cl)c1Cl. RXN SMILES: [B:22]([Br:23])([Br:24])[Br:25].[Cl:19][CH2:20][Cl:21].[Cl:1][c:2]1[n:3][c:4](-[c:10]2[c:11]([O:17][CH3:18])[cH:12][cH:13][c:14]([Cl:16])[cH:15]2)[c:5]([Cl:9])[c:6]([Cl:8])[n:7]1.[OH2:26]>>[Cl:1][c:2]1[n:3][c:4](-[c:10]2[c:11]([OH:17])[cH:12][cH:13][c:14]([Cl:16])[cH:15]2)[c:5]([Cl:9])[c:6]([Cl:8])[n:7]1.